This data is from the Open Reaction Database (ORD), a public repository of structured organic reaction records. The task is: describe an organic reaction: reactants, conditions, products, and yield Starting materials: ClC1=C(C=NC2=CC=C(N=C12)OCC)C(=O)OCC (ethyl 4-chloro-6-ethoxy-1,5-naphthyridine-3-carboxylate), OCCOC1=CC=C(N)C=C1 (4-(2-hydroxyethoxy)aniline), C([O-])([O-])=O.[K+].[K+] (potassium carbonate). The solvent is C1CCOC1 (THF). Run at time 3 day. Yields the product Cl.C(C)OC=1N=C2C(=C(C=NC2=CC1)C(=O)OCC)NC1=CC=C(C=C1)OCCO (ethyl 6-ethoxy-4-[4-(2-hydroxyethoxy)anilino]-1,5-naphthyridine-3-carboxylate hydrochloride). As a reaction SMILES: [Cl:1][C:2]1[C:11]2[C:6](=[CH:7][CH:8]=[C:9]([O:12][CH2:13][CH3:14])[N:10]=2)[N:5]=[CH:4][C:3]=1[C:15]([O:17][CH2:18][CH3:19])=[O:16].[OH:20][CH2:21][CH2:22][O:23][C:24]1[CH:30]=[CH:29][C:27]([NH2:28])=[CH:26][CH:25]=1.C(=O)([O-])[O-].[K+].[K+]>C1COCC1>[ClH:1].[CH2:13]([O:12][C:9]1[N:10]=[C:11]2[C:6](=[CH:7][CH:8]=1)[N:5]=[CH:4][C:3]([C:15]([O:17][CH2:18][CH3:19])=[O:16])=[C:2]2[NH:28][C:27]1[CH:26]=[CH:25][C:24]([O:23][CH2:22][CH2:21][OH:20])=[CH:30][CH:29]=1)[CH3:14] |f:2.3.4,6.7|. Reported procedure: A mixture of ethyl 4-chloro-6-ethoxy-1,5-naphthyridine-3-carboxylate (2.4 g), 4-(2-hydroxyethoxy)aniline (1.4 g), anhydrous potassium carbonate (2.49 g) and THF (70 ml) was stirred at ambient temperature for 3 days. The mixture was filtered and the filtrate evaporated to dryness. The residue was ground up in ether and filtered. The residue was dissolved in dichloromethane and purified by chromatography on silica. The product fractions were combined, dissolved in IMS (150 ml) and saturated with h... Reactants: COC=1C=C2CCN(C2=CC1[N+](=O)[O-])C(CCN1CCOCC1)=O (5-(methyloxy)-1-[3-(4-morpholinyl)propanoyl]-6-nitro-2,3-dihydro-1H-indole), O.O.[Sn](Cl)Cl (tin(II)chloride dihydrate), Cl (HCl). The solvent is C(C)O (ethanol), CC(=O)N(C)C (DMA). Reaction conditions: time 8 hour. The product is COC=1C=C2CCN(C2=CC1N)C(CCN1CCOCC1)=O (5-(methyloxy)-1-[3-(4-morpholinyl)propanoyl]-2,3-dihydro-1H-indol-6-amine). RXN SMILES: [CH3:1][O:2][C:3]1[CH:4]=[C:5]2[C:9](=[CH:10][C:11]=1[N+:12]([O-])=O)[N:8]([C:15](=[O:24])[CH2:16][CH2:17][N:18]1[CH2:23][CH2:22][O:21][CH2:20][CH2:19]1)[CH2:7][CH2:6]2.O.O.[Sn](Cl)Cl.Cl>C(O)C.CC(N(C)C)=O>[CH3:1][O:2][C:3]1[CH:4]=[C:5]2[C:9](=[CH:10][C:11]=1[NH2:12])[N:8]([C:15](=[O:24])[CH2:16][CH2:17][N:18]1[CH2:19][CH2:20][O:21][CH2:22][CH2:23]1)[CH2:7][CH2:6]2 |f:1.2.3|. Procedure details: To a solution of 5-(methyloxy)-1-[3-(4-morpholinyl)propanoyl]-6-nitro-2,3-dihydro-1H-indole (0.44 g, 1.31 mmols) in absolute ethanol (150 mL) and DMA (20 mL) was added tin(II)chloride dihydrate (1.77 g, 7.84 mmols) and 1M HCl (3.0 mL). After overnight stirring, reaction was quenched with excess saturated Na HCO3 solution, stirred for one hr. and filtered through celite which was rinsed with methanol. After organic solvent removal, the aqueous layer was extracted with dichloromethane (2×200 mL), ... The reactants are FC(OC1=CC=C(C2=C1OC1=C2C=NC=C1)C(=O)O)F (6-Difluoromethyloxybenzo[4,5]furo[3,2-c]pyridine-9-carboxylic acid), C1=CC(=CC=C1[N+](=O)[O-])O (p-nitro phenol), CCN=C=NCCCN(C)C (EDCI), CC1(CC(=NC=C1)N)C (4,4-dimethyl amino pyridine). Solvent: CN(C)C=O (DMF). Conditions: temperature 72.5 celsius. Yields the product FC(OC1=CC=C(C2=C1OC1=C2C=NC=C1)C(=O)OC1=CC=C(C=C1)[N+](=O)[O-])F (4-Nitrophenyl 6-difluoromethyloxybenzo[4,5]furo[3,2-c]pyridine-9-carboxylate). Reaction SMILES: [F:1][CH:2]([F:20])[O:3][C:4]1[C:9]2[O:10][C:11]3[CH:16]=[CH:15][N:14]=[CH:13][C:12]=3[C:8]=2[C:7]([C:17]([OH:19])=[O:18])=[CH:6][CH:5]=1.[CH:21]1[C:26]([N+:27]([O-:29])=[O:28])=[CH:25][CH:24]=[C:23](O)[CH:22]=1.CCN=C=NCCCN(C)C.CC1(C)C=CN=C(N)C1>CN(C=O)C>[F:20][CH:2]([F:1])[O:3][C:4]1[C:9]2[O:10][C:11]3[CH:16]=[CH:15][N:14]=[CH:13][C:12]=3[C:8]=2[C:7]([C:17]([O:19][C:23]2[CH:22]=[CH:21][C:26]([N+:27]([O-:29])=[O:28])=[CH:25][CH:24]=2)=[O:18])=[CH:6][CH:5]=1. Procedure: A mixture of 6-Difluoromethyloxybenzo[4,5]furo[3,2-c]pyridine-9-carboxylic acid (5.5 g, 0.0197 moles), p-nitro phenol (4.1 g, 0.0295 moles), EDCI (5.7 g, 0.295 moles), 4,4-dimethyl amino pyridine (250 mg, 0.00197 moles) in DMF (603.0 mL) was heated to 70-75° C. for 4-5 hours. The residue obtained after removal of solvent under vacuo was triturated with water (50.0 mL) to give intermediate-18 (6.0 mg) as yellow solid.